From a dataset of the Open Reaction Database (ORD), a public repository of structured organic reaction records. describe an organic reaction: reactants, conditions, products, and yield The reactants are [Al+3], O=S(=O)(Cl)c1ccc(Br)cc1, [Cl-], [Cl-], [Cl-], O, c1ccccc1. Yields the product O=S(=O)(c1ccccc1)c1ccc(Br)cc1. As a reaction SMILES: [Al+3:19].[Br:1][c:2]1[cH:3][cH:4][c:5]([S:8](=[O:9])(=[O:10])[Cl:11])[cH:6][cH:7]1.[Cl-:18].[Cl-:20].[Cl-:21].[OH2:22].[cH:12]1[cH:13][cH:14][cH:15][cH:16][cH:17]1>>[Br:1][c:2]1[cH:3][cH:4][c:5]([S:8](=[O:9])(=[O:10])[c:12]2[cH:13][cH:14][cH:15][cH:16][cH:17]2)[cH:6][cH:7]1. Starting materials: C(C)(C)(C)OC(=O)C1NC(C(C1C1=CC(=CC=C1)Cl)(C#N)C1=CC=C(C=C1)Cl)CC(C)(C)C (rac-(2R,3R,4R,5S)-3-(3-chloro-phenyl)-4-(4-chloro-phenyl)-4-cyano-5-(2,2-dimethyl-propyl)-pyrrolidine-2-carboxylic acid tert-butyl ester). The solvent is OS(=O)(=O)O (H2SO4). Product: ClC=1C=C(C=CC1)C1C(NC(C1(C#N)C1=CC=C(C=C1)Cl)CC(C)(C)C)C(=O)O (rac-(2R,3R,4R,5S)-3-(3-chloro-phenyl)-4-(4-chloro-phenyl)-4-cyano-5-(2,2-dimethyl-propyl)-pyrrolidine-2-carboxylic acid). The yield is 107.7%. RXN SMILES: C([O:5][C:6]([CH:8]1[CH:12]([C:13]2[CH:18]=[CH:17][CH:16]=[C:15]([Cl:19])[CH:14]=2)[C:11]([C:22]2[CH:27]=[CH:26][C:25]([Cl:28])=[CH:24][CH:23]=2)([C:20]#[N:21])[CH:10]([CH2:29][C:30]([CH3:33])([CH3:32])[CH3:31])[NH:9]1)=[O:7])(C)(C)C>OS(O)(=O)=O>[Cl:19][C:15]1[CH:14]=[C:13]([CH:12]2[C:11]([C:22]3[CH:27]=[CH:26][C:25]([Cl:28])=[CH:24][CH:23]=3)([C:20]#[N:21])[CH:10]([CH2:29][C:30]([CH3:31])([CH3:32])[CH3:33])[NH:9][CH:8]2[C:6]([OH:7])=[O:5])[CH:18]=[CH:17][CH:16]=1. Procedure details: A solution of rac-(2R,3R,4R,5S)-3-(3-chloro-phenyl)-4-(4-chloro-phenyl)-4-cyano-5-(2,2-dimethyl-propyl)-pyrrolidine-2-carboxylic acid tert-butyl ester (3.78 g, 7.75 mmol) in conc. H2SO4 (20 mL) was stirred at rt for 2 hrs. The mixture was then poured into ice and extracted with EtOAc. The organic phase was separated, dried over Na2SO4, and concentrated. The residue was then triturated with EtOAc and nHexane and the precipitates were collected by filtration and washed with ether to give rac-(2R,3... Reactants: O=C([O-])[O-], CN1CCN(C2CCNCC2)CC1, COc1cc(F)ccc1[N+](=O)[O-], [K+], [K+], CN(C)C=O. The product is COc1cc(N2CCC(N3CCN(C)CC3)CC2)ccc1[N+](=O)[O-]. RXN SMILES: [C:26](=[O:27])([O-:28])[O-:29].[CH3:1][N:2]1[CH2:3][CH2:4][N:5]([CH:8]2[CH2:9][CH2:10][NH:11][CH2:12][CH2:13]2)[CH2:6][CH2:7]1.[F:14][c:15]1[cH:16][c:17]([O:24][CH3:25])[c:18]([N+:21](=[O:22])[O-:23])[cH:19][cH:20]1.[K+:30].[K+:31].[O:32]=[CH:33][N:34]([CH3:35])[CH3:36]>>[CH3:1][N:2]1[CH2:3][CH2:4][N:5]([CH:8]2[CH2:9][CH2:10][N:11]([c:15]3[cH:16][c:17]([O:24][CH3:25])[c:18]([N+:21](=[O:22])[O-:23])[cH:19][cH:20]3)[CH2:12][CH2:13]2)[CH2:6][CH2:7]1. The reactants are C(CC)N([C@@H]1CC2=C3C(=CNC3=CC=C2C(=O)NN)C1)CCC ((4R)-4-(di-n-propylamino)-1,3,4,5-tetrahydrobenz[cd]indole-6-carboxylic hydrazide). Run in COC(C1=CC=CC=C1)(OC)OC (trimethylorthobenzoate), C(Cl)Cl (methylene chloride). Product: C1(=CC=CC=C1)C1=NN=C(O1)C1=C2C=3C(=CNC3C=C1)C[C@@H](C2)N(CCC)CCC ((-)(4R)-6-(5-phenyl-1,3,4-oxadiazol-2yl)-4-(di-n-propylamino)-1,3,4,5-tetrahydrobenz[cd]indole). Isolated yield 163.9%. Reaction SMILES: [CH2:1]([N:4]([CH2:21][CH2:22][CH3:23])[C@H:5]1[CH2:20][C:9]2=[CH:10][NH:11][C:12]3=[CH:13][CH:14]=[C:15]([C:16]([NH:18][NH2:19])=[O:17])[C:7](=[C:8]23)[CH2:6]1)[CH2:2][CH3:3]>COC(OC)(OC)C1C=CC=CC=1.C(Cl)Cl>[C:7]1([C:15]2[O:17][C:16]([C:15]3[CH:14]=[CH:13][C:12]4[NH:11][CH:10]=[C:9]5[CH2:20][C@H:5]([N:4]([CH2:1][CH2:2][CH3:3])[CH2:21][CH2:22][CH3:23])[CH2:6][C:7]=3[C:8]=45)=[N:18][N:19]=2)[CH:8]=[CH:9][CH:20]=[CH:5][CH:6]=1. Procedure details: A solution of 0.20 g (0.64 mmol) of (4R)-4-(di-n-propylamino)-1,3,4,5-tetrahydrobenz[cd]indole-6-carboxylic hydrazide in 2.0 ml of trimethylorthobenzoate was heated at 135° C. under nitrogen for 5 hours. After cooling, the semisolid mixture was dissolved in methylene chloride and the product was extracted into aqueous tartaric acid. The aqueous solution was basified with sodium carbonate and the product was extracted into methylene chloride. Evaporation of the methylene chloride left crystalline...